From a dataset of the Open Reaction Database (ORD), a public repository of structured organic reaction records. describe an organic reaction: reactants, conditions, products, and yield Starting materials: [Li]CCCC, C1CCOC1, CCCCCC, CCCC1COc2cc(C(CO)CO)c(F)cc2C1, Cc1ccc(S(=O)(=O)Cl)cc1. The product is CCCC1COc2cc(C3COC3)c(F)cc2C1. As a reaction SMILES: [CH2:20]([Li:21])[CH2:22][CH2:23][CH3:24].[CH2:36]1[O:37][CH2:38][CH2:39][CH2:40]1.[CH3:41][CH2:42][CH2:43][CH2:44][CH2:45][CH3:46].[F:1][c:2]1[cH:3][c:4]2[c:9]([cH:10][c:11]1[CH:12]([CH2:13][OH:14])[CH2:15][OH:16])[O:8][CH2:7][CH:6]([CH2:17][CH2:18][CH3:19])[CH2:5]2.[c:25]1([CH3:26])[cH:27][cH:28][c:29]([S:30]([Cl:31])(=[O:32])=[O:33])[cH:34][cH:35]1>>[F:1][c:2]1[cH:3][c:4]2[c:9]([cH:10][c:11]1[CH:12]1[CH2:13][O:16][CH2:15]1)[O:8][CH2:7][CH:6]([CH2:17][CH2:18][CH3:19])[CH2:5]2. The reactants are N(=[N+]=[N-])C(CN1N=C(C=2C1=CC1=C(C=CCC12)OC)C)C ((RS)-1-(2-azido-propyl)-7-methoxy-3-methyl-1,4-dihydro-indeno[2,1-c]pyrazole), C(\C=C\C(=O)O)(=O)O (fumaric acid). The reagents and catalysts are [Pt]=O (platinum oxide). Run in C(C)O (ethanol), CO (methanol), C(C)OCC (diethyl ether). Reaction conditions: time 15 hour. Product: C(\C=C\C(=O)O)(=O)O.COC1=C2C=C3N(N=CC3=C2C(C=C1)C)CC(C)N ((RS)-2-(7-methoxy-4-methyl-1,4-dihydroindeno[2,1-c]pyrazol-1-yl)-1-methyl-ethylamine fumarate). Isolated yield 165.7%. As a reaction SMILES: [N:1]([CH:4]([CH3:21])[CH2:5][N:6]1[C:10]2=[CH:11][C:12]3[C:17]([CH2:16][CH:15]=[CH:14][C:13]=3[O:18][CH3:19])=[C:9]2[C:8](C)=[N:7]1)=[N+]=[N-].[C:22]([OH:29])(=[O:28])/[CH:23]=[CH:24]/[C:25]([OH:27])=[O:26]>C(O)C.C(OCC)C.CO.[Pt]=O>[C:22]([OH:29])(=[O:28])/[CH:23]=[CH:24]/[C:25]([OH:27])=[O:26].[CH3:19][O:18][C:13]1[CH:14]=[CH:15][CH:16]([CH3:22])[C:17]2[C:12]=1[CH:11]=[C:10]1[C:9]=2[CH:8]=[N:7][N:6]1[CH2:5][CH:4]([NH2:1])[CH3:21] |f:6.7|. Procedure details: 1.1 g (3.88 mmol) of (RS)-1-(2-azido-propyl)-7-methoxy-3-methyl-1,4-dihydro-indeno[2,1-c]pyrazole dissolved in 60 ml of anhydrous ethanol were hydrogenated over 110 mg of platinum oxide for 2 hours. The catalyst was subsequently filtered off, rinsed with ethanol and the solvent was removed in a vacuum. The colorless oil obtained was dissolved in 120 ml of anhydrous diethyl ether, filtered and treated while stirring with a solution of 450 mg (3.88 mmol) of fumaric acid in 5 ml of methanol. The mi... Starting materials: C(C)(C)(C)[Si](OCC1=CC=C(C=C1)C#C[Si](C)(C)C)(C)C (tert-butyldimethyl((4-((trimethylsilyl)-ethynyl)benzyl)oxy)silane), C([O-])([O-])=O.[K+].[K+] (potassium carbonate), S(=O)(=O)([O-])[O-].[Mg+2] (magnesium sulfate). The solvent is CO (methanol). Reaction conditions: time 2 hour. Yields the product C(C)(C)(C)[Si](C)(C)OCC1=CC=C(C=C1)C#C (tert-butyl((4-ethynylbenzyl)oxy)dimethylsilane). Yield: 47.5%. RXN SMILES: [C:1]([Si:5]([CH3:21])([CH3:20])[O:6][CH2:7][C:8]1[CH:13]=[CH:12][C:11]([C:14]#[C:15][Si](C)(C)C)=[CH:10][CH:9]=1)([CH3:4])([CH3:3])[CH3:2].C(=O)([O-])[O-].[K+].[K+].S([O-])([O-])(=O)=O.[Mg+2]>CO>[C:1]([Si:5]([O:6][CH2:7][C:8]1[CH:13]=[CH:12][C:11]([C:14]#[CH:15])=[CH:10][CH:9]=1)([CH3:21])[CH3:20])([CH3:4])([CH3:3])[CH3:2] |f:1.2.3,4.5|. Reported procedure: Under argon condition, tert-butyldimethyl((4-((trimethylsilyl)-ethynyl)benzyl)oxy)silane (383 mg, 2.40 mmol) and potassium carbonate (332 mg, 2.40 mmol) were dissolved in 4 mL of methanol, and then stirred for 2 hours at room temperature. Upon completion of the reaction, the reaction was terminated by adding 10 mL of aqueous saturated ammonium chloride solution. The reaction mixture was extracted with ethyl acetate (5 mL×4) and the organic layer thus obtained was treated with anhydrous magnesium... The reactants are [N+](=O)([O-])CCCCCC (nitrohexane), [N+](=O)([O-])C1=CC=C(C=O)C=C1 (4-nitrobenzaldehyde), [Li]CCCC (n-BuLi), C(CN(CC(=O)O)CC(=O)O)N(CC(=O)O)CC(=O)O (disodium EDTA), TiCl3. Run in C1CCOC1 (THF), C(Cl)Cl (CH2Cl2), C1CCOC1 (THF), C(Cl)Cl (CH2Cl2). Conditions: time 3.5 hour. Product: [N+](=O)([O-])C1=CC=C(C=C1)C(C(CCCCC)[N+](=O)[O-])O (1-(4-nitrophenyl)2 -nitro-heptan-1-ol). RXN SMILES: [Li]CCCC.[N+:6]([CH2:9][CH2:10][CH2:11][CH2:12][CH2:13][CH3:14])([O-:8])=[O:7].[N+:15]([C:18]1[CH:25]=[CH:24][C:21]([CH:22]=[O:23])=[CH:20][CH:19]=1)([O-:17])=[O:16].C(N(CC(O)=O)CC(O)=O)CN(CC(O)=O)CC(O)=O>C1COCC1.C(Cl)Cl>[N+:15]([C:18]1[CH:19]=[CH:20][C:21]([CH:22]([OH:23])[CH:9]([N+:6]([O-:8])=[O:7])[CH2:10][CH2:11][CH2:12][CH2:13][CH3:14])=[CH:24][CH:25]=1)([O-:17])=[O:16]. Procedure details: n-BuLi (1.6 M in hexane, 6.24 mL) was added dropwise with stirring to a solution of nitrohexane (1.4 mL, 10 mmol) in THF (12 mL) at -78° C. After 15 minutes a solution of TiCl3 (OPriso) (5 mmol) in THF (2 mL) and CH2Cl2 (3 mL) solution was added. After a further 15 minutes 4-nitrobenzaldehyde (0.75 mL, 5 mmol) in CH2Cl2 (3 mL) was added and the mixture allowed to warm up to room temperature (18 30 min.). Stirring was continued for a further 3.5 hours at room temperature and the mixture was quenc... Reactants: ClC=1C=C2C=CC(=CC2=CC1)S(=O)(=O)N1CC(N(CC1)CC1=CC=C(C=C1)C#N)=O (4-(6-chloronaphthalene-2-sulfonyl)-1-(4-cyanobenzyl)-2-piperazinone), Cl.NO (hydroxylamine hydrochloride), C(O)([O-])=O.[Na+] (sodium hydrogen carbonate). Run in C(C)O (ethanol). Yields the product ClC=1C=C2C=CC(=CC2=CC1)S(=O)(=O)N1CC(N(CC1)CC1=CC=C(C=C1)C(NO)=N)=O (4-(6-chloronaphthalene-2-sulfonyl)-1-[4-(N-hydroxyamidino)benzyl]-2-piperazinone). Yield: 74.6%. RXN SMILES: Cl[C:2]1[CH:3]=[C:4]2[C:9](=[CH:10][CH:11]=1)[CH:8]=[C:7]([S:12]([N:15]1[CH2:20][CH2:19][N:18]([CH2:21][C:22]3[CH:27]=[CH:26][C:25]([C:28]#[N:29])=[CH:24][CH:23]=3)[C:17](=[O:30])[CH2:16]1)(=[O:14])=[O:13])[CH:6]=[CH:5]2.[ClH:31].[NH2:32][OH:33].C(=O)([O-])O.[Na+]>C(O)C>[Cl:31][C:2]1[CH:3]=[C:4]2[C:9](=[CH:10][CH:11]=1)[CH:8]=[C:7]([S:12]([N:15]1[CH2:20][CH2:19][N:18]([CH2:21][C:22]3[CH:23]=[CH:24][C:25]([C:28](=[NH:29])[NH:32][OH:33])=[CH:26][CH:27]=3)[C:17](=[O:30])[CH2:16]1)(=[O:14])=[O:13])[CH:6]=[CH:5]2 |f:1.2,3.4|. Procedure details: A mixture of 4-(6-chloronaphthalene-2-sulfonyl)-1-(4-cyanobenzyl)-2-piperazinone (440 mg), hydroxylamine hydrochloride (347 mg), sodium hydrogen carbonate (420 mg) and 80% ethanol (30 ml) was refluxed for 2 hours, and ethanol was evaporated. Precipitated crystals were washed with water, ethanol and ethyl acetate, and dried to give colorless crystals of the title compound (353 mg). Starting materials: OCCOC1=NN(C(=C1C1=CC=C(C=C1)C)NS(=O)(=O)C1=NC=CC=C1)C (N-[3-(2-hydroxyethoxy)-1-methyl-4-(4-methylphenyl)-1H-pyrazol-5-yl]-pyridine-2-sulphonamide), [H-].[Na+] (sodium hydride), ClC=1C=NC(=NC1)S(=O)(=O)C (5-chloro-2-methylsulphonylpyrimidine), O (water). Solvent: O1CCCC1 (tetrahydrofuran), O1CCCC1 (tetrahydrofuran). Run at time 10 minute. Yields the product ClC=1C=NC(=NC1)OCCOC1=NN(C(=C1C1=CC=C(C=C1)C)NS(=O)(=O)C1=NC=CC=C1)C (N-[3-{2-[(5-chloropyrimidin-2-yl)oxy]ethoxy}-1-methyl-4-(4-methylphenyl)-1H-pyrazol-5-yl]pyridine-2-sulphonamide). Isolated yield 46.5%. As a reaction SMILES: [OH:1][CH2:2][CH2:3][O:4][C:5]1[C:9]([C:10]2[CH:15]=[CH:14][C:13]([CH3:16])=[CH:12][CH:11]=2)=[C:8]([NH:17][S:18]([C:21]2[CH:26]=[CH:25][CH:24]=[CH:23][N:22]=2)(=[O:20])=[O:19])[N:7]([CH3:27])[N:6]=1.[H-].[Na+].[Cl:30][C:31]1[CH:32]=[N:33][C:34](S(C)(=O)=O)=[N:35][CH:36]=1.O>O1CCCC1>[Cl:30][C:31]1[CH:32]=[N:33][C:34]([O:1][CH2:2][CH2:3][O:4][C:5]2[C:9]([C:10]3[CH:11]=[CH:12][C:13]([CH3:16])=[CH:14][CH:15]=3)=[C:8]([NH:17][S:18]([C:21]3[CH:26]=[CH:25][CH:24]=[CH:23][N:22]=3)(=[O:19])=[O:20])[N:7]([CH3:27])[N:6]=2)=[N:35][CH:36]=1 |f:1.2|. Reported procedure: To N-[3-(2-hydroxyethoxy)-1-methyl-4-(4-methylphenyl)-1H-pyrazol-5-yl]-2-pyridine sulphonamide (Example 52) (200 mg) in dry tetrahydrofuran (2 ml) at room temperature was added sodium hydride (80% dispersion in oil, 35 mg) the mixture was stirred for 10 minutes. A solution of 5-chloro-2-methylsulphonylpyrimidine (134 mg) in dry tetrahydrofuran (2.5 ml) was then added and the mixture was stirred for a further 4 hours. The mixture was stirred for 4 hours. The reaction was treated with water (50 ml... The reactants are FC1=CC=C(C=C1)C(=CC1=CC=C(C=C1)C=1C=C(C(=O)OC)C=CC1)CO (methyl 3-(4-(2-(4-fluorophenyl)-3-hydroxyprop-1-en-1-yl)phenyl)benzoate), [Cr](=O)(=O)([O-])Cl.[NH+]1=CC=CC=C1 (Pyridinium chlorochromate), C(C)OCC (diethyl ether). Solvent: ClCCl (dichloromethane), ClCCl (dichloromethane). Product: FC1=CC=C(C=C1)C(=CC1=CC=C(C(=O)OC)C=C1)C=O (methyl 4-(2-(4-fluorophenyl)-3-oxoprop-1-en-1-yl)benzoate). Yield: 53.0%. RXN SMILES: [Cr](Cl)([O-])(=O)=[O:2].[NH+]1C=CC=CC=1.[F:12][C:13]1[CH:18]=[CH:17][C:16]([C:19]([CH2:37][OH:38])=[CH:20][C:21]2[CH:26]=[CH:25]C(C3C=C(C=CC=3)C(OC)=O)=[CH:23][CH:22]=2)=[CH:15][CH:14]=1.[CH2:39]([O:41][CH2:42][CH3:43])C>ClCCl>[F:12][C:13]1[CH:14]=[CH:15][C:16]([C:19]([CH:37]=[O:38])=[CH:20][C:21]2[CH:26]=[CH:25][C:43]([C:42]([O:41][CH3:39])=[O:2])=[CH:23][CH:22]=2)=[CH:17][CH:18]=1 |f:0.1|. Procedure details: Pyridinium chlorochromate (PCC) (1.12 g, 5.2 mmol) was dissolved in dichloromethane (20 mL). The solution of methyl 3-(4-(2-(4-fluorophenyl)-3-hydroxyprop-1-en-1-yl)phenyl)benzoate (1.14 g, 4 mmol) in dichloromethane (4 mL) was added dropwise under constant stirring and the reaction mixture was stirred at room temperature for 1 hour. The reaction mixture was diluted with diethyl ether (100 mL) and filtered through celite; the filtrate was washed with saturated aqueous NaHCO3 solution (2×100 mL) ...